Dataset: the Open Reaction Database (ORD), a public repository of structured organic reaction records. Task: describe an organic reaction: reactants, conditions, products, and yield Reactants: ClC=1C=CC(=C(C1)C1=CC(N(C=C1OC)C(C(=O)O)CC)=O)C#N (2-[4-(5-chloro-2-cyanophenyl)-5-methoxy-2-oxopyridin-1(2H)-yl]butanoic acid), NC1=CC(=C2C(NNC2=C1)=O)F (6-amino-4-fluoro-1,2-dihydro-3H-indazol-3-one). Yields the product ClC=1C=CC(=C(C1)C1=CC(N(C=C1OC)C(C(=O)NC1=CC(=C2C(NNC2=C1)=O)F)CC)=O)C#N (2-[4-(5-Chloro-2-cyanophenyl)-5-methoxy-2-oxopyridin-1(2H)-yl]-N-(4-fluoro-3-oxo-2,3-dihydro-1H-indazol-6-yl)butanamide). Reaction SMILES: [Cl:1][C:2]1[CH:3]=[CH:4][C:5]([C:23]#[N:24])=[C:6]([C:8]2[C:13]([O:14][CH3:15])=[CH:12][N:11]([CH:16]([CH2:20][CH3:21])[C:17]([OH:19])=O)[C:10](=[O:22])[CH:9]=2)[CH:7]=1.[NH2:25][C:26]1[CH:34]=[C:33]2[C:29]([C:30](=[O:35])[NH:31][NH:32]2)=[C:28]([F:36])[CH:27]=1>>[Cl:1][C:2]1[CH:3]=[CH:4][C:5]([C:23]#[N:24])=[C:6]([C:8]2[C:13]([O:14][CH3:15])=[CH:12][N:11]([CH:16]([CH2:20][CH3:21])[C:17]([NH:25][C:26]3[CH:34]=[C:33]4[C:29]([C:30](=[O:35])[NH:31][NH:32]4)=[C:28]([F:36])[CH:27]=3)=[O:19])[C:10](=[O:22])[CH:9]=2)[CH:7]=1. Procedure details: 100 mg (0.28 mmol) of 2-[4-(5-chloro-2-cyanophenyl)-5-methoxy-2-oxopyridin-1(2H)-yl]butanoic acid (racemate) and 51 mg (0.31 mmol, 1.1 eq.) of 6-amino-4-fluoro-1,2-dihydro-3H-indazol-3-one were reacted according to General Method 6. The crude product was purified by preparative HPLC (Reprosil C18, water/acetonitrile gradient). Yield: 6 mg (4% of theory) The reactants are C([O-])([O-])=O.[K+].[K+] (potassium carbonate), Cl.BrC1=C2C[C@@H](N[C@H](C2=CC=C1)C)CO[Si](C)(C)C(C)(C)C ((1S,3R)-5-bromo-3-({[tert-butyl(dimethyl)silyl]oxy}methyl)-1-methyl-1,2,3,4-tetrahydroisoquinoline hydrochloride), CC(C)(C=C)O (2-methylbut-3-en-2-ol). Reagents/catalysts: C(C)(=O)[O-].[Pd+2].C(C)(=O)[O-] (palladium (II) acetate), C1(CCCCC1)P(C1=C(C=CC=C1)C1=C(C=CC=C1OC)OC)C1CCCCC1 (2-dicyclohexylphosphino-2′,6′-dimethoxybiphenyl). Run in CN(C=O)C (N,N-dimethylformamide). Conditions: temperature 125 celsius, time 16 hour. The product is [Si](C)(C)(C(C)(C)C)OC[C@@H]1N[C@H](C2=CC=CC(=C2C1)/C=C/C(C)(O)C)C ((E)-4-[(1S,3R)-3-[[tert-butyl(dimethyl)silyl]oxymethyl]-1-methyl-1,2,3,4-tetrahydroisoquinolin-5-yl]-2-methyl-but-3-en-2-ol). Yield: 63.4%. As a reaction SMILES: Cl.Br[C:3]1[CH:12]=[CH:11][CH:10]=[C:9]2[C:4]=1[CH2:5][C@H:6]([CH2:14][O:15][Si:16]([C:19]([CH3:22])([CH3:21])[CH3:20])([CH3:18])[CH3:17])[NH:7][C@H:8]2[CH3:13].[CH3:23][C:24]([OH:28])([CH:26]=[CH2:27])[CH3:25].C(=O)([O-])[O-].[K+].[K+]>C([O-])(=O)C.[Pd+2].C([O-])(=O)C.C1(P(C2CCCCC2)C2C=CC=CC=2C2C(OC)=CC=CC=2OC)CCCCC1.CN(C)C=O>[Si:16]([O:15][CH2:14][C@H:6]1[CH2:5][C:4]2[C:9](=[CH:10][CH:11]=[CH:12][C:3]=2/[CH:27]=[CH:26]/[C:24]([CH3:25])([OH:28])[CH3:23])[C@H:8]([CH3:13])[NH:7]1)([C:19]([CH3:22])([CH3:21])[CH3:20])([CH3:18])[CH3:17] |f:0.1,3.4.5,6.7.8|. Reported procedure: Add (1S,3R)-5-bromo-3-({[tert-butyl(dimethyl)silyl]oxy}methyl)-1-methyl-1,2,3,4-tetrahydroisoquinoline hydrochloride (310 g, 723.83 mmol) and 2-methylbut-3-en-2-ol (508.95 g, 5.79 mol) to N,N-dimethylformamide (1.08 L) in an appropriate vessel and degas by bubbling nitrogen through the solution for 10 minutes. Add potassium carbonate (315.12 g, 2.28 mol), 2-dicyclohexylphosphino-2′,6′-dimethoxybiphenyl (15.32 g, 36.19 mmol) and palladium (II) acetate (8.29 g, 36.19 mmol) and degas by bubbling ni...